Dataset: the Open Reaction Database (ORD), a public repository of structured organic reaction records. Task: describe an organic reaction: reactants, conditions, products, and yield Starting materials: Potassium hexamethyldisilylamide, solution, O=C1NC(CCCCCCC1=O)C(=O)OCC (Ethyl 2,3-di-oxo-1-azacyclodecane-10-carboxylate), COP(=O)(OC)CC(=O)OC(C)(C)C (t-Butyl dimethylphosphonoacetate). Run in C1(=CC=CC=C1)C (toluene), C1CCOC1 (THF), C1CCOC1 (THF). Reaction conditions: time 25 minute. The product is C(C)(C)(C)OC(=O)C=C1C(NC(CCCCCC1)C(=O)OCC)=O (ethyl 3-t-butoxycarbonylmethylidene-2-oxo-1-azacyclodecane-10-carboxylate). As a reaction SMILES: COP([CH2:7][C:8]([O:10][C:11]([CH3:14])([CH3:13])[CH3:12])=[O:9])(OC)=O.[O:15]=[C:16]1[C:25](=O)[CH2:24][CH2:23][CH2:22][CH2:21][CH2:20][CH2:19][CH:18]([C:27]([O:29][CH2:30][CH3:31])=[O:28])[NH:17]1>C1(C)C=CC=CC=1.C1COCC1>[C:11]([O:10][C:8]([CH:7]=[C:25]1[CH2:24][CH2:23][CH2:22][CH2:21][CH2:20][CH2:19][CH:18]([C:27]([O:29][CH2:30][CH3:31])=[O:28])[NH:17][C:16]1=[O:15])=[O:9])([CH3:12])([CH3:13])[CH3:14]. Procedure: Potassium hexamethyldisilylamide (40.5 mL of a 0.58M solution in toluene, 23.5 mmol) is added to THF (60 mL), and then cooled to 0° C. t-Butyl dimethylphosphonoacetate (4.6 mL, 23.5 mmol) is added dropwise, and the reaction is warned to room temperature and stirred for 25 minutes. Ethyl 2,3-di-oxo-1-azacyclodecane-10-carboxylate (2.83 g, 11.74 mmol) is added in THF (15 mL), and the reaction is stirred at room temperature for 2.5 hours. The reaction is quenched with saturated ammonium chloride, a... RXN SMILES: [Br:19][c:20]1[cH:21][cH:22][c:23]([F:26])[n:24][cH:25]1.[CH2:41]1[O:42][CH2:43][CH2:44][CH2:45]1.[CH2:8]([Li:9])[CH2:10][CH2:11][CH3:12].[CH3:13][CH2:14][CH2:15][CH2:16][CH2:17][CH3:18].[CH3:27][O:28][c:29]1[c:30]([C:31](=[O:32])[N:33]([O:34][CH3:35])[CH3:36])[cH:37][cH:38][cH:39][cH:40]1.[CH:1]([NH:2][CH:3]([CH3:4])[CH3:5])([CH3:6])[CH3:7]>>[Br:19][c:20]1[cH:21][c:22]([C:31]([c:30]2[c:29]([O:28][CH3:27])[cH:40][cH:39][cH:38][cH:37]2)=[O:32])[c:23]([F:26])[n:24][cH:25]1. The product is COc1ccccc1C(=O)c1cc(Br)cnc1F. The reactants are Fc1ccc(Br)cn1, C1CCOC1, [Li]CCCC, CCCCCC, COc1ccccc1C(=O)N(C)OC, CC(C)NC(C)C. Reactants: C1(=CC=CC=C1)CO (phenylmethanol), [H-].[Na+] (NaH), O (water), BrC=1C=2N(N=C(C1)Cl)C=CN2 (8-bromo-6-chloroimidazo[1,2-b]pyridazine). The solvent is C1CCOC1 (THF). Conditions: time 30 minute. The product is C(C1=CC=CC=C1)OC=1C=2N(N=C(C1)Cl)C=CN2 (8-(benzyloxy)-6-chloroimidazo[1,2-b]pyridazine). As a reaction SMILES: [C:1]1([CH2:7][OH:8])[CH:6]=[CH:5][CH:4]=[CH:3][CH:2]=1.[H-].[Na+].Br[C:12]1[C:13]2[N:14]([CH:19]=[CH:20][N:21]=2)[N:15]=[C:16]([Cl:18])[CH:17]=1.O>C1COCC1>[CH2:7]([O:8][C:12]1[C:13]2[N:14]([CH:19]=[CH:20][N:21]=2)[N:15]=[C:16]([Cl:18])[CH:17]=1)[C:1]1[CH:6]=[CH:5][CH:4]=[CH:3][CH:2]=1 |f:1.2|. Reported procedure: To a stirred solution of phenylmethanol (3.35 g, 31 mmol, 1.2 eq) in THF (80 mL), NaH (60% dispersion in mineral oil, 1.34 g, 33.5 mmol, 1.3 eq) is added in portions. The resulting mixture is stirred at RT for 30 min and then 8-bromo-6-chloroimidazo[1,2-b]pyridazine (D-3) (6 g, 25.8 mmol, 1.0 eq) is added. The resulting mixture is stirred at RT for an additional 2 h and then poured into water (30 mL). The mixture is extracted with ethyl acetate (2×100 mL). The combined organic layers are washed ... The reactants are O=C([O-])[O-], C=CC(C)(O)C(NS(=O)(=O)c1ccc(OCc2ccccc2)cc1)C(O[SiH2]C(C)(C)C)(c1ccccc1)c1ccccc1, C=CCBr, CN(C)C=O, CCOC(C)=O, [Cs+], [Cs+]. Yields the product C=CCN(C(C(C)(O)C=C)C(O[SiH2]C(C)(C)C)(c1ccccc1)c1ccccc1)S(=O)(=O)c1ccc(OCc2ccccc2)cc1. Reaction SMILES: [C:44](=[O:45])([O-:46])[O-:47].[CH2:1]([c:2]1[cH:3][cH:4][cH:5][cH:6][cH:7]1)[O:8][c:9]1[cH:10][cH:11][c:12]([S:15](=[O:16])(=[O:17])[NH:18][CH:19]([C:20]([CH:21]=[CH2:22])([CH3:23])[OH:24])[C:25]([O:26][SiH2:27][C:28]([CH3:29])([CH3:30])[CH3:31])([c:32]2[cH:33][cH:34][cH:35][cH:36][cH:37]2)[c:38]2[cH:39][cH:40][cH:41][cH:42][cH:43]2)[cH:13][cH:14]1.[CH2:50]([CH:51]=[CH2:52])[Br:53].[CH3:54][N:55]([CH3:56])[CH:57]=[O:58].[CH3:59][CH2:60][O:61][C:62](=[O:63])[CH3:64].[Cs+:48].[Cs+:49]>>[CH2:1]([c:2]1[cH:3][cH:4][cH:5][cH:6][cH:7]1)[O:8][c:9]1[cH:10][cH:11][c:12]([S:15](=[O:16])(=[O:17])[N:18]([CH:19]([C:20]([CH:21]=[CH2:22])([CH3:23])[OH:24])[C:25]([O:26][SiH2:27][C:28]([CH3:29])([CH3:30])[CH3:31])([c:32]2[cH:33][cH:34][cH:35][cH:36][cH:37]2)[c:38]2[cH:39][cH:40][cH:41][cH:42][cH:43]2)[CH2:52][CH:51]=[CH2:50])[cH:13][cH:14]1. Starting materials: BrC=1C(=C(C=CC1)N1N=NN(C1=O)C)COC1=C(C=C(C=C1)N1N=C(C(=C1C)C)C)C (1-{ 3-bromo-2-[2-methyl-4-(3,4,5-trimethyl-pyrazol-1-yl)-phenoxymethyl]-phenyl}-4-methyl-1,4-dihydrotetrazole-5-one), C[Si](C)(C)C#C (trimethylsilylacetylene), tetrakis triphenylphosphine palladium, C(C)(C)(C)P(C(C)(C)C)C(C)(C)C (tri-tert-butylphosphine), P(=O)([O-])([O-])[O-].[K+].[K+].[K+] (potassium phosphate). Solvent: O (water), O1CCOCC1 (1,4-dioxane). Reaction conditions: temperature 100 celsius, time 5 hour. Yields the product CC1=C(OCC2=C(C=CC=C2C#C[Si](C)(C)C)N2N=NN(C2=O)C)C=CC(=C1)N1N=C(C(=C1C)C)C (1-{2-[2-methyl-4-(3,4,5-trimethyl-pyrazol-1-yl)-phenoxymethyl]-3-trimethylsilylethynyl-phenyl}-4-methyl-1,4-dihydrotetrazole-5-one). Yield: 32.2%. Reaction SMILES: Br[C:2]1[C:3]([CH2:15][O:16][C:17]2[CH:22]=[CH:21][C:20]([N:23]3[C:27]([CH3:28])=[C:26]([CH3:29])[C:25]([CH3:30])=[N:24]3)=[CH:19][C:18]=2[CH3:31])=[C:4]([N:8]2[C:12](=[O:13])[N:11]([CH3:14])[N:10]=[N:9]2)[CH:5]=[CH:6][CH:7]=1.[CH3:32][Si:33]([C:36]#[CH:37])([CH3:35])[CH3:34].C(P(C(C)(C)C)C(C)(C)C)(C)(C)C.P([O-])([O-])([O-])=O.[K+].[K+].[K+]>O.O1CCOCC1>[CH3:31][C:18]1[CH:19]=[C:20]([N:23]2[C:27]([CH3:28])=[C:26]([CH3:29])[C:25]([CH3:30])=[N:24]2)[CH:21]=[CH:22][C:17]=1[O:16][CH2:15][C:3]1[C:2]([C:37]#[C:36][Si:33]([CH3:35])([CH3:34])[CH3:32])=[CH:7][CH:6]=[CH:5][C:4]=1[N:8]1[C:12](=[O:13])[N:11]([CH3:14])[N:10]=[N:9]1 |f:3.4.5.6|. Reported procedure: A mixture of 1-{3-bromo-2-[2-methyl-4-(3,4,5-trimethyl-pyrazol-1-yl)-phenoxymethyl]-phenyl}-4-methyl-1,4-dihydrotetrazole-5-one (described in Reference Preparation example 70) 0.3 g, trimethylsilylacetylene 0.2 g, tetrakis triphenylphosphine palladium 0.05 g, tri-tert-butylphosphine 0.07 g, potassium phosphate 0.6 g, 1,4-dioxane 5 ml and water 0.5 ml was stirred at 100° C. for five hours. After cooling, the reaction mixture was extracted with ethyl acetate. The organic layer was washed with wate... Reactants: Cl (hydrochloride), CN(C1(CCC(CC1)NC(=O)CNC(CCC1=CNC2=CC=CC=C12)=O)C1=CC=CC=C1)C (N-[(4-dimethylamino-4-phenylcyclohexylcarbamoyl)methyl]-3-(1H-indol-3-yl)propionamide), C[Si](Cl)(C)C (trimethylchlorosilane). The solvent is CC(=O)CC (ethyl methyl ketone). Product: Cl.CN(C1(CCC(CC1)NC(=O)CNC(CCC1=CNC2=CC=CC=C12)=O)C1=CC=CC=C1)C (N-[(4-Dimethylamino-4-phenylcyclohexylcarbamoyl)methyl]-3-(1H-indol-3-yl)propionamide hydrochloride). RXN SMILES: Cl.[CH3:2][N:3]([CH3:34])[C:4]1([C:28]2[CH:33]=[CH:32][CH:31]=[CH:30][CH:29]=2)[CH2:9][CH2:8][CH:7]([NH:10][C:11]([CH2:13][NH:14][C:15](=[O:27])[CH2:16][CH2:17][C:18]2[C:26]3[C:21](=[CH:22][CH:23]=[CH:24][CH:25]=3)[NH:20][CH:19]=2)=[O:12])[CH2:6][CH2:5]1.C[Si](C)(C)[Cl:37]>CC(CC)=O>[ClH:37].[CH3:34][N:3]([CH3:2])[C:4]1([C:28]2[CH:33]=[CH:32][CH:31]=[CH:30][CH:29]=2)[CH2:9][CH2:8][CH:7]([NH:10][C:11]([CH2:13][NH:14][C:15](=[O:27])[CH2:16][CH2:17][C:18]2[C:26]3[C:21](=[CH:22][CH:23]=[CH:24][CH:25]=3)[NH:20][CH:19]=2)=[O:12])[CH2:6][CH2:5]1 |f:4.5|. Reported procedure: In order to produce the hydrochloride (Example 12), the more polar diastereomer of N-[(4-dimethylamino-4-phenylcyclohexylcarbamoyl)methyl]-3-(1H-indol-3-yl)propionamide (257 mg, 0.57 mmole) was dissolved in ethyl methyl ketone and combined with trimethylchlorosilane (108 μl, 0.86 mmole). The resulting solid was filtered out and dried. Example 12 was obtained as a colorless solid (m.p. 135-137° C.) in a yield of 220 mg (79%). The reactants are CC(CCO)CCCC(C)(OOC(C)(C)C)C (3,7-dimethyl-7(t-butylperoxy)octyl alcohol), N1=CC=CC=C1 (pyridine), 4.09, ClC(=O)OCCCC (n-butyl chloroformate). The solvent is C(C)OCC (diethyl ether), C(C)OCC (diethyl ether). Yields the product C(OCCC(CCCC(C)(OOC(C)(C)C)C)C)(OCCCC)=O (3,7-Dimethyl-7-(t-butylperoxy)octyl n-butyl carbonate). Reaction SMILES: [CH3:1][CH:2]([CH2:6][CH2:7][CH2:8][C:9]([CH3:17])([O:11][O:12][C:13]([CH3:16])([CH3:15])[CH3:14])[CH3:10])[CH2:3][CH2:4][OH:5].N1C=CC=CC=1.Cl[C:25]([O:27][CH2:28][CH2:29][CH2:30][CH3:31])=[O:26]>C(OCC)C>[C:25](=[O:26])([O:27][CH2:28][CH2:29][CH2:30][CH3:31])[O:5][CH2:4][CH2:3][CH:2]([CH3:1])[CH2:6][CH2:7][CH2:8][C:9]([CH3:17])([O:11][O:12][C:13]([CH3:16])([CH3:15])[CH3:14])[CH3:10]. Reported procedure: To a solution of 7.9 g (0.03 mole) of 3,7-dimethyl-7(t-butylperoxy)octyl alcohol and 2.4 g (0.03 mole) of pyridine in diethyl ether cooled at 10°±1° C was added a solution of 4.09 (0.03 mole) of n-butyl chloroformate in diethyl ether. The reaction temperature was maintained at 15°±1° C during the addition. Reactants: CCCCO, Clc1nc(Cl)c2[nH]nnc2n1, NCc1ccccc1. Product: Clc1nc(NCc2ccccc2)c2[nH]nnc2n1. Reaction SMILES: [CH2:20]([OH:21])[CH2:22][CH2:23][CH3:24].[Cl:1][c:2]1[n:3][c:4]([Cl:11])[c:5]2[nH:6][n:7][n:8][c:9]2[n:10]1.[NH2:12][CH2:13][c:14]1[cH:15][cH:16][cH:17][cH:18][cH:19]1>>[Cl:1][c:2]1[n:3][c:4]([NH:12][CH2:13][c:14]2[cH:15][cH:16][cH:17][cH:18][cH:19]2)[c:5]2[nH:6][n:7][n:8][c:9]2[n:10]1.